From a dataset of the Open Reaction Database (ORD), a public repository of structured organic reaction records. describe an organic reaction: reactants, conditions, products, and yield The reactants are ClC1=C(C=C(C(=O)O)C=C1)[N+](=O)[O-] (4-Chloro-3-nitrobenzoic acid), C(=O)O (formic acid), [OH-].[Na+] (sodium hydroxide), O.[S-2].[Na+].[Na+] (sodium sulfide hydrate). Reagents/catalysts: [Zn] (zinc). The solvent is O (water). Product: S1C=NC2=C1C=CC(=C2)C(=O)O (Benzothiazol-5-ylcarboxylic acid). As a reaction SMILES: Cl[C:2]1[CH:10]=[CH:9][C:5]([C:6](O)=O)=[CH:4][C:3]=1[N+:11]([O-])=O.[OH-:14].[Na+].[OH2:16].[S-2:17].[Na+].[Na+].[CH:20](O)=O>O.[Zn]>[S:17]1[C:2]2[CH:10]=[CH:9][C:5]([C:6]([OH:16])=[O:14])=[CH:4][C:3]=2[N:11]=[CH:20]1 |f:1.2,3.4.5.6|. Procedure details: 4-Chloro-3-nitrobenzoic acid (22 g, 0.11 mol) was suspended in water, sodium hydroxide (4.33 g, 0.11 mol) and sodium sulfide hydrate (32 g) were added, and the mixture heated at reflux for 24 hours. After acidification with 5M hydrochloric acid the mixture was extracted with ethyl acetate. The extracts were dried over magnesium sulfate and evaporated under reduced pressure. The product from this reaction (1 g, 5.9 mmol) was dissolved in formic acid and heated at reflux in the presence of zinc (0... The reactants are N1C(=O)C(=O)C2=CC=CC=C12 (isatin), C(C)(=O)C=1SC=CC1 (2-acetylthiophene), [OH-].[K+] (potassium hydroxide), CCO (EtOH). Run in O (water). The product is S1C(=CC=C1)C1=NC2=CC=CC=C2C(=C1)C(=O)O (2-(2-thienyl)quinoline-4-carboxylic acid). As a reaction SMILES: [NH:1]1[C:11]2[C:6](=[CH:7][CH:8]=[CH:9][CH:10]=2)[C:4](=O)[C:2]1=[O:3].[C:12]([C:15]1[S:16][CH:17]=[CH:18][CH:19]=1)(=O)[CH3:13].[OH-].[K+].CC[OH:24]>O>[S:16]1[CH:17]=[CH:18][CH:19]=[C:15]1[C:12]1[CH:13]=[C:4]([C:2]([OH:24])=[O:3])[C:6]2[C:11](=[CH:10][CH:9]=[CH:8][CH:7]=2)[N:1]=1 |f:2.3|. Reported procedure: 5 g (34.0 mmol) of isatin, 4.4 ml (40.8 mmol) of 2-acetylthiophene and 6.3 g (112.2 mmol) of potassium hydroxide were dissolved in 40 ml of abs. EtOH and the slurry heated at 80° C. for 16 hours. After cooling of the reaction mixture, 50 ml of water were added and the solution extracted with 50 ml of Et2O. The ice-cooled aqueous phase was acidified to pH 1 with 37% HCl and the precipitate collected by filtration and washed with water. The crude product obtained was dried in-vacuo at 40° C. and t... The reactants are CCN(C(C)C)C(C)C, COc1cc(C(F)(F)F)cc(SC)c1C(=O)Cl, ClCCl, NC1(c2ccccc2)CCC2CCCN2C1. Yields the product COc1cc(C(F)(F)F)cc(SC)c1C(=O)NC1(c2ccccc2)CCC2CCCN2C1. As a reaction SMILES: [CH2:17]([N:18]([CH:19]([CH3:20])[CH3:21])[CH:22]([CH3:23])[CH3:24])[CH3:25].[CH3:26][O:27][c:28]1[c:29]([C:30](=[O:31])[Cl:32])[c:33]([S:41][CH3:42])[cH:34][c:35]([C:37]([F:38])([F:39])[F:40])[cH:36]1.[Cl:43][CH2:44][Cl:45].[c:1]1([C:7]2([NH2:16])[CH2:8][N:9]3[CH2:10][CH2:11][CH2:12][CH:13]3[CH2:14][CH2:15]2)[cH:2][cH:3][cH:4][cH:5][cH:6]1>>[c:1]1([C:7]2([NH:16][C:30]([c:29]3[c:28]([O:27][CH3:26])[cH:36][c:35]([C:37]([F:38])([F:39])[F:40])[cH:34][c:33]3[S:41][CH3:42])=[O:31])[CH2:8][N:9]3[CH2:10][CH2:11][CH2:12][CH:13]3[CH2:14][CH2:15]2)[cH:2][cH:3][cH:4][cH:5][cH:6]1.